This data is from the Open Reaction Database (ORD), a public repository of structured organic reaction records. The task is: describe an organic reaction: reactants, conditions, products, and yield RXN SMILES: [CH2:23]([CH:24]([CH3:25])[CH3:26])[O:27][c:28]1[c:29]([CH:30]=[O:31])[cH:32][cH:33][cH:34][c:35]1[O:36][CH3:37].[CH3:1][c:2]1[n:3][c:4]2[n:5]([c:6](=[O:19])[c:7]1-[c:8]1[cH:9][cH:10][c:11]([O:14][C:15]([F:16])([F:17])[F:18])[cH:12][cH:13]1)[cH:20][cH:21][s:22]2.[CH3:39][CH2:40][O-:41].[CH3:42][CH2:43][OH:44].[Na+:38]>>[CH:1]([c:2]1[n:3][c:4]2[n:5]([c:6](=[O:19])[c:7]1-[c:8]1[cH:9][cH:10][c:11]([O:14][C:15]([F:16])([F:17])[F:18])[cH:12][cH:13]1)[cH:20][cH:21][s:22]2)=[CH:30][c:29]1[c:28]([O:27][CH2:23][CH:24]([CH3:25])[CH3:26])[c:35]([O:36][CH3:37])[cH:34][cH:33][cH:32]1. Yields the product COc1cccc(C=Cc2nc3sccn3c(=O)c2-c2ccc(OC(F)(F)F)cc2)c1OCC(C)C. Starting materials: COc1cccc(C=O)c1OCC(C)C, Cc1nc2sccn2c(=O)c1-c1ccc(OC(F)(F)F)cc1, CC[O-], CCO, [Na+]. Starting materials: CC(C)=O, CC#N, Cc1cc(C(=O)Cl)cc(Cl)n1, COc1cc(N)cc(F)c1, [N-]=C=S, [NH4+]. Yields the product COc1cc(F)cc(NC(=S)NC(=O)c2cc(C)nc(Cl)c2)c1. As a reaction SMILES: [CH3:26][C:27](=[O:28])[CH3:29].[CH3:30][C:31]#[N:32].[Cl:1][c:2]1[n:3][c:4]([CH3:11])[cH:5][c:6]([C:8](=[O:9])[Cl:10])[cH:7]1.[F:16][c:17]1[cH:18][c:19]([NH2:25])[cH:20][c:21]([O:23][CH3:24])[cH:22]1.[N-:12]=[C:13]=[S:14].[NH4+:15]>>[Cl:1][c:2]1[n:3][c:4]([CH3:11])[cH:5][c:6]([C:8](=[O:9])[NH:12][C:13](=[S:14])[NH:25][c:19]2[cH:18][c:17]([F:16])[cH:22][c:21]([O:23][CH3:24])[cH:20]2)[cH:7]1. Starting materials: N([C@@H](C(C)C)C(=O)N[C@@H](C)C(=O)OC)C(=O)OCC1=CC=CC=C1 (CBZValAlaOCH3), C(C1=CC=CC=C1)N=C=O (benzyl isocyanate). Procedure details: CBZValAlaOCH3 (1.35 g, 4.00 mmole) was hydrogenated at 3 atm. over 10% Pd on carbon (150 mg) in CH3OH (40 mL) at room temperature. After 1 hour, the catalyst was removed by filtration through a nylon filter. The filtrate was evaporated in vacuo giving a white solid which was slurried in CHCl3 (40 mL) and treated with benzyl isocyanate (586 mg, 4.4 mmole). After 1 hour at room temperature, the reaction mixture was washed three times with 1N HCl, dried over MgSO4, filtered and concentrated in vacu... The reagents and catalysts are [Pd] (Pd on carbon). Reaction conditions: time 1 hour. Reaction SMILES: [NH:1](C(OCC1C=CC=CC=1)=O)[C@H:2]([C:6]([NH:8][C@H:9]([C:11]([O:13][CH3:14])=[O:12])[CH3:10])=[O:7])[CH:3]([CH3:5])[CH3:4].[CH2:25]([N:32]=[C:33]=[O:34])[C:26]1[CH:31]=[CH:30][CH:29]=[CH:28][CH:27]=1>CO.C(Cl)(Cl)Cl.[Pd]>[C:26]1([CH2:25][NH:32][C:33]([NH:1][C@H:2]([C:6]([NH:8][C@H:9]([C:11]([O:13][CH3:14])=[O:12])[CH3:10])=[O:7])[CH:3]([CH3:5])[CH3:4])=[O:34])[CH:31]=[CH:30][CH:29]=[CH:28][CH:27]=1. Isolated yield 59.0%. Run in C(Cl)(Cl)Cl (CHCl3), CO (CH3OH). Yields the product C1(=CC=CC=C1)CNC(=O)N[C@@H](C(C)C)C(=O)N[C@@H](C)C(=O)OC (PhCH2NHCOValAlaOCH3). Starting materials: C1CCCC(C1)C(C=1C=NN(C1)C1=CC=C(C=C1)OC(F)(F)F)C1=CC=C(C(=O)O)C=C1 (4-(5-Cyclohexyl-1-[4-(trifluoromethoxy)phenyl-1H-pyrazol-4-yl]methyl)benzoic acid), C=1C=CC2=C(C1)N=NN2O (HOBt), O.NC1=NN=NN1 (aminotetrazole monohydrate), CCN(C(C)C)C(C)C (DIEA). Run in C(CCl)Cl (EDC), CN(C)C=O (DMF), CS(=O)C (DMSO), CC#N (MeCN), O (water). Conditions: time 17 hour. Yields the product C1(CCCCC1)C1=C(C=NN1C1=CC=C(C=C1)OC(F)(F)F)CC1=CC=C(C(=O)NC2=NN=NN2)C=C1 (4-({5-Cyclohexyl-1-[4-(trifluoromethoxy)phenyl]-1H-pyrazol-4-yl}methyl)-N-(1H-tetrazol-5-yl)benzamide). RXN SMILES: C1CC([CH:7]([C:24]2[CH:32]=[CH:31][C:27]([C:28](O)=[O:29])=[CH:26][CH:25]=2)[C:8]2[CH:9]=[N:10][N:11]([C:13]3[CH:18]=[CH:17][C:16]([O:19][C:20]([F:23])([F:22])[F:21])=[CH:15][CH:14]=3)[CH:12]=2)CCC1.[CH:33]1[CH:34]=[CH:35][C:36]2N(O)N=N[C:37]=2[CH:38]=1.O.[NH2:44][C:45]1[NH:49][N:48]=[N:47][N:46]=1.CCN(C(C)C)C(C)C>CN(C=O)C.CS(C)=O.CC#N.O.C(Cl)CCl>[CH:38]1([C:12]2[N:11]([C:13]3[CH:14]=[CH:15][C:16]([O:19][C:20]([F:22])([F:23])[F:21])=[CH:17][CH:18]=3)[N:10]=[CH:9][C:8]=2[CH2:7][C:24]2[CH:32]=[CH:31][C:27]([C:28]([NH:44][C:45]3[NH:49][N:48]=[N:47][N:46]=3)=[O:29])=[CH:26][CH:25]=2)[CH2:33][CH2:34][CH2:35][CH2:36][CH2:37]1 |f:2.3|. Procedure details: A mixture of 66.7 mg product from Step F above, 71.9 mg EDC, 30.4 mg HOBt and 23.2 mg aminotetrazole monohydrate was dissolved in 1 mL DMF. DIEA (92 μL) was added immediately and the resulting solution was stirred at room temperature for 17 hours. The reaction mixture was diluted with a mixture of DMSO, MeCN, and water and purified on preparative HPLC using 65˜80% MeCN gradient over 10 minutes at 8.0 mL per minute with 0.1% TFA. The title compound was obtained as a white solid following lyophili... The reactants are CCn1cc2c(CO)cccc2n1, C[N+]1([O-])CCOCC1, CC#N, CC(C)O. The product is CCn1cc2c(C=O)cccc2n1. As a reaction SMILES: [CH2:1]([CH3:2])[n:3]1[n:4][c:5]2[cH:6][cH:7][cH:8][c:9]([CH2:12][OH:13])[c:10]2[cH:11]1.[CH3:14][N+:15]1([O-:16])[CH2:17][CH2:18][O:19][CH2:20][CH2:21]1.[CH3:22][C:23]#[N:24].[CH3:25][CH:26]([OH:27])[CH3:28]>>[CH2:1]([CH3:2])[n:3]1[n:4][c:5]2[cH:6][cH:7][cH:8][c:9]([CH:12]=[O:13])[c:10]2[cH:11]1. Starting materials: BrC1=CC(=C(C=C1C=O)OC)OC (6-Bromo-3,4-dimethoxybenzaldehyde), C(OC)(OC)OC (trimethyl orthoformate). Run in CO (methanol). Product: COC(C1=CC(=C(C=C1Br)OC)OC)OC (6-bromo-3,4-dimethoxybenzaldehyde dimethyl acetal). RXN SMILES: [Br:1][C:2]1[C:7](C=O)=[CH:6][C:5]([O:10][CH3:11])=[C:4]([O:12][CH3:13])[CH:3]=1.[CH:14]([O:19][CH3:20])([O:17][CH3:18])OC>CO>[CH3:20][O:19][CH:14]([O:17][CH3:18])[C:7]1[C:2]([Br:1])=[CH:3][C:4]([O:12][CH3:13])=[C:5]([O:10][CH3:11])[CH:6]=1. Reported procedure: 6-Bromo-3,4-dimethoxybenzaldehyde (470 g) is suspended in methanol (600 ml), and thereto are added trimethyl orthoformate (1025 ml) and IRA-120 (H+-type, 10 g), and the mixture is refluxed for one hour. The mixture is cooled to room temperature, and the insoluble materials are removed by filtration, and the filtrate is concentrated under reduced pressure. The resulting residue is dissolved in ether, washed, dried, evaporated to remove the ether, and distilled under reduced pressure to give 6-bro... Starting materials: CC#CCO, [Cl-], Fc1ccc(Cc2cc(Cl)ncn2)c(F)c1, [H-], [NH4+], [Na+], C1CCOC1. The product is CC#CCOc1cc(Cc2ccc(F)cc2F)ncn1. As a reaction SMILES: [CH2:3]([C:4]#[C:5][CH3:6])[OH:7].[Cl-:24].[Cl:8][c:9]1[n:10][cH:11][n:12][c:13]([CH2:15][c:16]2[c:17]([F:23])[cH:18][c:19]([F:22])[cH:20][cH:21]2)[cH:14]1.[H-:1].[NH4+:25].[Na+:2].[O:26]1[CH2:27][CH2:28][CH2:29][CH2:30]1>>[CH2:3]([C:4]#[C:5][CH3:6])[O:7][c:9]1[n:10][cH:11][n:12][c:13]([CH2:15][c:16]2[c:17]([F:23])[cH:18][c:19]([F:22])[cH:20][cH:21]2)[cH:14]1.